Dataset: the Open Reaction Database (ORD), a public repository of structured organic reaction records. Task: describe an organic reaction: reactants, conditions, products, and yield Product: NC1CCN(c2cccc3ccc(-n4cnc5cc(O)ccc54)nc23)CC1. RXN SMILES: [B:29]([Br:30])([Br:31])[Br:32].[CH3:1][O:2][c:3]1[cH:4][c:5]2[c:6]([n:7](-[c:10]3[n:11][c:12]4[c:13]([N:20]5[CH2:21][CH2:22][CH:23]([NH2:26])[CH2:24][CH2:25]5)[cH:14][cH:15][cH:16][c:17]4[cH:18][cH:19]3)[cH:8][n:9]2)[cH:27][cH:28]1.[Cl:39][CH2:40][Cl:41].[N:42]#[N:43].[Na+:33].[Na+:34].[O-:35][C:36](=[O:37])[O-:38]>>[OH:2][c:3]1[cH:4][c:5]2[c:6]([n:7](-[c:10]3[n:11][c:12]4[c:13]([N:20]5[CH2:21][CH2:22][CH:23]([NH2:26])[CH2:24][CH2:25]5)[cH:14][cH:15][cH:16][c:17]4[cH:18][cH:19]3)[cH:8][n:9]2)[cH:27][cH:28]1. Starting materials: BrB(Br)Br, COc1ccc2c(c1)ncn2-c1ccc2cccc(N3CCC(N)CC3)c2n1, ClCCl, N#N, [Na+], [Na+], O=C([O-])[O-].